Dataset: the Open Reaction Database (ORD), a public repository of structured organic reaction records. Task: describe an organic reaction: reactants, conditions, products, and yield Reactants: C1(CC1)ON=C(C(=O)OCC)C(C)=O (ethyl 2-cyclopropyloxyimino-3-oxobutyrate), Br.[NH+]1=CC=CC=C1 (pyridinium hydrobromide), ice water. The solvent is C(C)(=O)O (acetic acid). Product: BrCC(C(C(=O)OCC)=NOC1CC1)=O (ethyl 4-bromo-2-cyclopropyloxyimino-3-oxobutyrate). As a reaction SMILES: [CH:1]1([O:4][N:5]=[C:6]([C:12](=[O:14])[CH3:13])[C:7]([O:9][CH2:10][CH3:11])=[O:8])[CH2:3][CH2:2]1.[BrH:15].[NH+]1C=CC=CC=1>C(O)(=O)C>[Br:15][CH2:13][C:12](=[O:14])[C:6](=[N:5][O:4][CH:1]1[CH2:3][CH2:2]1)[C:7]([O:9][CH2:10][CH3:11])=[O:8] |f:1.2|. Procedure: A solution of ethyl 2-cyclopropyloxyimino-3-oxobutyrate (syn isomer)(358 mg) and pyridinium hydrobromide perbromide (633 mg) in acetic acid (2 ml) was heated at 50° C. for 30 minutes. The mixture was poured into ice-water and extracted with ethyl acetate. The extract was washed successively with saturated aqueous solution of sodium bicarbonate and water, dried over magnesium sulfate and concentrated in vacuo to give ethyl 4-bromo-2-cyclopropyloxyimino-3-oxobutyrate (syn isomer)(470 mg). To a sol... The reactants are Cl.COC1=CC=C(C=C1)N(N)C(C1=CC=C(C=C1)Cl)=O (N(1) -(p-methoxyphenyl)-p-chlorobenzhydrazide hydrochloride), C(CCC(=O)C)(=O)OCC(=O)OCC1=CC=CC=C1 (benzyl levulinoyloxyacetate). The solvent is C(C)(=O)O (acetic acid). Product: C(C)(=O)OC(C1=CC=CC=C1)OC(CC1=C(N(C2=CC=C(C=C12)OC)C(C1=CC=C(C=C1)Cl)=O)C)=O ([1-(p-Chlorobenzoyl)-5-methoxy-2-methyl-3-indoleacetoxy]-benzyl acetate). As a reaction SMILES: Cl.[CH3:2][O:3][C:4]1[CH:9]=[CH:8][C:7]([N:10]([C:12](=[O:20])[C:13]2[CH:18]=[CH:17][C:16]([Cl:19])=[CH:15][CH:14]=2)N)=[CH:6][CH:5]=1.C(O[CH2:29][C:30]([O:32][CH2:33][C:34]1[CH:39]=[CH:38][CH:37]=[CH:36][CH:35]=1)=[O:31])(=O)CCC(C)=O>C(O)(=O)C>[C:30]([O:32][CH:33]([O:32][C:30](=[O:31])[CH2:29][C:33]1[C:8]2[C:7](=[CH:6][CH:5]=[C:4]([O:3][CH3:2])[CH:9]=2)[N:10]([C:12](=[O:20])[C:13]2[CH:18]=[CH:17][C:16]([Cl:19])=[CH:15][CH:14]=2)[C:34]=1[CH3:35])[C:34]1[CH:35]=[CH:36][CH:37]=[CH:38][CH:39]=1)(=[O:31])[CH3:29] |f:0.1|. Procedure: 5 g (0.016 mol) of N(1) -(p-methoxyphenyl)-p-chlorobenzhydrazide hydrochloride and 4.75 g (0.018 mol) of benzyl levulinoyloxyacetate were heated in 25ml of glacial acetic acid for 3 hours at 80°C. The solvent was then evaporated off under vacuum, the residue was taken up in chloroform and the solution was washed neutral by shaking with sodium bicarbonate solution and thereafter with water. After drying the chloroform solution, this was subjected to chromatography on aluminium oxide, the eluate w... Reactants: O=C([O-])[O-], CCOC(C)=O, O=C(CBr)c1ccc(Cl)c([N+](=O)[O-])c1, [K+], [K+], CN(C)C=O, Nc1nonc1-c1nc2ccccc2[nH]1. Product: Nc1nonc1-c1nc2ccccc2n1CC(=O)c1ccc(Cl)c([N+](=O)[O-])c1. RXN SMILES: [C:16](=[O:17])([O-:18])[O-:19].[CH3:41][CH2:42][O:43][C:44](=[O:45])[CH3:46].[Cl:22][c:23]1[c:24]([N+:33](=[O:34])[O-:35])[cH:25][c:26]([C:27]([CH2:28][Br:29])=[O:30])[cH:31][cH:32]1.[K+:20].[K+:21].[O:36]=[CH:37][N:38]([CH3:39])[CH3:40].[nH:1]1[c:2](-[c:10]2[c:11]([NH2:15])[n:12][o:13][n:14]2)[n:3][c:4]2[c:5]1[cH:6][cH:7][cH:8][cH:9]2>>[n:1]1[c:2](-[c:10]2[c:11]([NH2:15])[n:12][o:13][n:14]2)[n:3]([CH2:28][C:27]([c:26]2[cH:25][c:24]([N+:33](=[O:34])[O-:35])[c:23]([Cl:22])[cH:32][cH:31]2)=[O:30])[c:4]2[c:5]1[cH:6][cH:7][cH:8][cH:9]2. Starting materials: COC1=CC2=C(SC=C2)C=C1 (5-Methoxy-benzo[b]thiophene), [Li]CCCC (n-BuLi), CN1C2CCC1CC(=O)C2 (Tropinone). The solvent is C(C)OCC (diethylether), C(C)OCC (diethylether). Run at temperature -70 celsius, time 30 minute. Yields the product COC1=CC2=C(SC(=C2)C2=CC3CCC(C2)N3C)C=C1 (3-(5-Methoxy-benzo[b]thiophen-2-yl)-8-methyl-8-aza-bicyclo[3.2.1]oct-2-ene). Reaction SMILES: [CH3:1][O:2][C:3]1[CH:11]=[CH:10][C:6]2[S:7][CH:8]=[CH:9][C:5]=2[CH:4]=1.[Li]CCCC.[CH3:17][N:18]1[CH:22]2[CH2:23][C:24]([CH2:26][CH:19]1[CH2:20][CH2:21]2)=O>C(OCC)C>[CH3:1][O:2][C:3]1[CH:11]=[CH:10][C:6]2[S:7][C:8]([C:24]3[CH2:23][CH:22]4[N:18]([CH3:17])[CH:19]([CH2:20][CH2:21]4)[CH:26]=3)=[CH:9][C:5]=2[CH:4]=1. Reported procedure: 5-Methoxy-benzo[b]thiophene (3.20 g, 19.5 mmol) was solved in diethylether (50 ml). n-BuLi (8.58 ml, 21.45 mmol) was added to the mixture at a temperature below 20° C. The cooling was removed and the mixture was allowed to stir for 30 minutes. The mixture was cooled to −70° C. Tropinone (2.71 g, 19.5 mmol) solved in diethylether (50 ml) was added during 20 minutes. The temperature was kept below −60° C. Precipitation occurred. The mixture was stirred for 2 hours. Aqueous sodium hydroxide (20 ml,... Reagents/catalysts: CS(=O)(=O)O (methanesulfonic acid). Yields the product C(C)(C)N1C(NC(C2=CC=C3C(=C12)OCC3)C3=CC=CC=C3)=O (1-isopropyl-3,4,7,8-tetrahydro-4-phenyl-furo[3,2-h]quinazolin-2(1H)-one). Procedure: A solution of 4.8 g. of 1-isopropyl-1-(2,3-dihydro-7-benzofuranyl)urea, 3.4 ml of benzaldehyde, 3 drops of methanesulfonic acid and 150 ml. of toluene is stirred and refluxed under a water separator for 18 hours. The cooled solution is washed with 150 ml. of water, dried with anhydrous magnesium sulfate, filtered and concentrated in vacuo to give an oil of 1-isopropyl-3,4,7,8-tetrahydro-4-phenyl-furo[3,2-h]quinazolin-2(1H)-one. RXN SMILES: [CH:1]([N:4]([C:8]1[C:16]2[O:15][CH2:14][CH2:13][C:12]=2[CH:11]=[CH:10][CH:9]=1)[C:5]([NH2:7])=[O:6])([CH3:3])[CH3:2].[CH:17](=O)[C:18]1[CH:23]=[CH:22][CH:21]=[CH:20][CH:19]=1>CS(O)(=O)=O.C1(C)C=CC=CC=1>[CH:1]([N:4]1[C:8]2[C:9](=[CH:10][CH:11]=[C:12]3[CH2:13][CH2:14][O:15][C:16]3=2)[CH:17]([C:18]2[CH:23]=[CH:22][CH:21]=[CH:20][CH:19]=2)[NH:7][C:5]1=[O:6])([CH3:3])[CH3:2]. Run in C1(=CC=CC=C1)C (toluene). Starting materials: C(C)(C)N(C(=O)N)C1=CC=CC=2CCOC21 (1-isopropyl-1-(2,3-dihydro-7-benzofuranyl)urea), C(C1=CC=CC=C1)=O (benzaldehyde). Run in C(C)(=O)OCC (ethyl acetate). Procedure details: (1S,3R)-N-[(1R)-1-(Naphthalen-1-yl)ethyl]-3-(4-nitrophenyl)cyclopentanamine 0.99 g (2.71 mmol) was dissolved in 2 mL of ethyl acetate, followed by addition of 0.20 g of 10% palladium-carbon catalyst, and the mixture was subjected to catalytic hydrogen reduction for 1.5 hours at room temperature. The reaction solution was filtered, and the filtrate was concentrated to give the title compound (0.89 g, 97%). Yield: 99.4%. Reaction SMILES: [C:1]1([C@H:11]([NH:13][C@H:14]2[CH2:18][CH2:17][C@@H:16]([C:19]3[CH:24]=[CH:23][C:22]([N+:25]([O-])=O)=[CH:21][CH:20]=3)[CH2:15]2)[CH3:12])[C:10]2[C:5](=[CH:6][CH:7]=[CH:8][CH:9]=2)[CH:4]=[CH:3][CH:2]=1.[H][H]>C(OCC)(=O)C.[C].[Pd]>[C:1]1([C@H:11]([NH:13][C@H:14]2[CH2:18][CH2:17][C@@H:16]([C:19]3[CH:20]=[CH:21][C:22]([NH2:25])=[CH:23][CH:24]=3)[CH2:15]2)[CH3:12])[C:10]2[C:5](=[CH:6][CH:7]=[CH:8][CH:9]=2)[CH:4]=[CH:3][CH:2]=1 |f:3.4|. The reactants are C1(=CC=CC2=CC=CC=C12)[C@@H](C)N[C@@H]1C[C@@H](CC1)C1=CC=C(C=C1)[N+](=O)[O-] ((1S,3R)-N-[(1R)-1-(Naphthalen-1-yl)ethyl]-3-(4-nitrophenyl)cyclopentanamine), [H][H] (hydrogen). Yields the product C1(=CC=CC2=CC=CC=C12)[C@@H](C)N[C@@H]1C[C@@H](CC1)C1=CC=C(N)C=C1 (4-[(1R,3S)-3-{[(1R)-1-(Naphthalen-1-yl)ethyl]amino}cyclopentyl]aniline). The reagents and catalysts are [C].[Pd] (palladium-carbon). The reactants are ClC(=O)OCC1=CC=CC=C1 (Benzyl chloroformate), NC(CC(=O)O)C ((+/−)-3-aminobutanoic acid), resultant mixture, [OH-].[Na+] (NaOH). The solvent is CC(=O)C (acetone), O (H2O). Product: C(C1=CC=CC=C1)OC(=O)NC(CC(=O)O)C (3-{[(benzyloxy)carbonyl]amino}-butanoic acid). As a reaction SMILES: [NH2:1][CH:2]([CH3:7])[CH2:3][C:4]([OH:6])=[O:5].[OH-].[Na+].Cl[C:11]([O:13][CH2:14][C:15]1[CH:20]=[CH:19][CH:18]=[CH:17][CH:16]=1)=[O:12]>O.CC(C)=O>[CH2:14]([O:13][C:11]([NH:1][CH:2]([CH3:7])[CH2:3][C:4]([OH:6])=[O:5])=[O:12])[C:15]1[CH:20]=[CH:19][CH:18]=[CH:17][CH:16]=1 |f:1.2|. Procedure: To a stirred and cooled (0° C.) suspension of (+/−)-3-aminobutanoic acid (5 g; 48.5 mmol) in H2O (30 mL) was added NaOH pellets (3.88 g; 97 mmol) portionwise. The resultant mixture was stirred for 15 min to obtain a clear solution. Benzyl chloroformate (7.1 mL; 50 mmol) as a solution in acetone (30 mL) was added dropwise over 15 min. The reaction was allowed to warm to room temperature and stirred for 3.5 h. The reaction was washed twice with EtOAc (20 mL). The aqueous layer was separated and ac...